From a dataset of the Open Reaction Database (ORD), a public repository of structured organic reaction records. describe an organic reaction: reactants, conditions, products, and yield Yields the product COc1cc2nccc(Oc3ccc(NC(=O)Nc4nnc(C5CC5)s4)c(Cl)c3)c2cc1OC. RXN SMILES: [CH:24]([N:25]([CH:26]([CH3:27])[CH3:28])[CH2:29][CH3:30])([CH3:31])[CH3:32].[CH:54]([Cl:55])([Cl:56])[Cl:57].[Cl:1][c:2]1[c:3]([NH2:4])[cH:5][cH:6][c:7]([O:9][c:10]2[cH:11][cH:12][n:13][c:14]3[cH:15][c:16]([O:22][CH3:23])[c:17]([O:20][CH3:21])[cH:18][c:19]23)[cH:8]1.[Cl:33][C:34]([Cl:35])([O:36][C:37]([O:38][C:39]([Cl:40])([Cl:41])[Cl:42])=[O:43])[Cl:44].[NH2:45][c:46]1[s:47][c:48]([CH:51]2[CH2:52][CH2:53]2)[n:49][n:50]1.[OH2:58]>>[Cl:1][c:2]1[c:3]([NH:4][C:37](=[O:43])[NH:45][c:46]2[s:47][c:48]([CH:51]3[CH2:52][CH2:53]3)[n:49][n:50]2)[cH:5][cH:6][c:7]([O:9][c:10]2[cH:11][cH:12][n:13][c:14]3[cH:15][c:16]([O:22][CH3:23])[c:17]([O:20][CH3:21])[cH:18][c:19]23)[cH:8]1. Reactants: CCN(C(C)C)C(C)C, ClC(Cl)Cl, COc1cc2nccc(Oc3ccc(N)c(Cl)c3)c2cc1OC, O=C(OC(Cl)(Cl)Cl)OC(Cl)(Cl)Cl, Nc1nnc(C2CC2)s1, O. Reactants: CO, CC(C)(Oc1ccc([N+](=O)[O-])cc1)C(F)(F)F. Product: CC(C)(Oc1ccc(N)cc1)C(F)(F)F. Reaction SMILES: [CH3:18][OH:19].[N+:1]([O-:2])(=[O:3])[c:4]1[cH:5][cH:6][c:7]([O:10][C:11]([C:12]([F:13])([F:14])[F:15])([CH3:16])[CH3:17])[cH:8][cH:9]1>>[NH2:1][c:4]1[cH:5][cH:6][c:7]([O:10][C:11]([C:12]([F:13])([F:14])[F:15])([CH3:16])[CH3:17])[cH:8][cH:9]1. Starting materials: C(C)(=O)N1CCN(CC1)CCOC1=CC=C(C=C1)C1(CCN(CC1)C=1C=CC=2N(N1)C(=NN2)C(F)(F)F)O (4-[4-[2-(4-acetylpiperazin-1-yl)ethoxy]phenyl]-1-[3-(trifluoromethyl)[1,2,4]triazolo[4,3-b]pyridazin-6-yl]piperidin-4-ol), OC1=CC=C(C=C1)C1(CCN(CC1)C=1C=CC=2N(N1)C(=NN2)C(F)(F)F)O (4-(4-hydroxyphenyl)-1-[3-(trifluoromethyl)[1,2,4]triazolo[4,3-b]pyridazin-6-yl]piperidin-4-ol), CS(=O)(=O)N1CCN(CC1)CCCOC1=CC=C(C=C1)C1CCN(CC1)C=1CCC=2N(N1)C(=NN2)C(F)(F)F (6-[4-(4-{3-[4-(methylsulfonyl)piperazin-1-yl]propoxy}phenyl)piperidin-1-yl]-3-(trifluoromethyl)-7,8-dihydro[1,2,4]triazolo[4,3-b]pyridazine). The product is C(C)(=O)N1CCN(CC1)CCOC1=CC=C(C=C1)C1(CCN(CC1)C=1CCC=2N(N1)C(=NN2)C(F)(F)F)O (4-{4-[2-(4-acetylpiperazin-1-yl)ethoxy]phenyl}-1-[3-(trifluoromethyl)-7,8-dihydro[1,2,4]triazolo[4,3-b]pyridazin-6-yl]piperidin-4-ol). RXN SMILES: [C:1]([N:4]1[CH2:9][CH2:8][N:7]([CH2:10][CH2:11][O:12][C:13]2[CH:18]=[CH:17][C:16]([C:19]3([OH:38])[CH2:24][CH2:23][N:22]([C:25]4[CH:26]=[CH:27][C:28]5[N:29]([C:31]([C:34]([F:37])([F:36])[F:35])=[N:32][N:33]=5)[N:30]=4)[CH2:21][CH2:20]3)=[CH:15][CH:14]=2)[CH2:6][CH2:5]1)(=[O:3])[CH3:2].OC1C=CC(C2(O)CCN(C3C=CC4N(C(C(F)(F)F)=NN=4)N=3)CC2)=CC=1.CS(N1CCN(CCCOC2C=CC(C3CCN(C4CCC5N(C(C(F)(F)F)=NN=5)N=4)CC3)=CC=2)CC1)(=O)=O>>[C:1]([N:4]1[CH2:9][CH2:8][N:7]([CH2:10][CH2:11][O:12][C:13]2[CH:14]=[CH:15][C:16]([C:19]3([OH:38])[CH2:24][CH2:23][N:22]([C:25]4[CH2:26][CH2:27][C:28]5[N:29]([C:31]([C:34]([F:36])([F:37])[F:35])=[N:32][N:33]=5)[N:30]=4)[CH2:21][CH2:20]3)=[CH:17][CH:18]=2)[CH2:6][CH2:5]1)(=[O:3])[CH3:2]. Procedure: The 4-[4-[2-(4-acetylpiperazin-1-yl)ethoxy]phenyl]-1-[3-(trifluoromethyl)[1,2,4]triazolo[4,3-b]pyridazin-6-yl]piperidin-4-ol used as starting material was obtained in 55% yield by an analogous method to Example 36, preparation of starting materials, starting from 4-(4-hydroxyphenyl)-1-[3-(trifluoromethyl)[1,2,4]triazolo[4,3-b]pyridazin-6-yl]piperidin-4-ol and 2-(4-acetylpiperazine-1-yl)ethanol (obtained as described in PCT Int. Appl. WO2003064413, Example 28, preparation of starting materials). Reactants: B(Cl)(Cl)Cl (boron trichloride), C(C1=CC=CC=C1)OC1=C(C=C(C(=C1)OCC1=CC=CC=C1)Cl)C1=NNC(=C1C1=CC=C(C=C1)OC)Br (3-(2,4-Bis-benzyloxy-5-chloro-phenyl)-5-bromo-4-(4-methoxy-phenyl)-1H-pyrazole), C(=O)(O)[O-].[Na+] (NaHCO3). Solvent: ClCCl (dichloromethane), ClCCl (dichloromethane). Run at temperature 0 celsius, time 30 minute. Product: BrC1=C(C(=NN1)C1=C(C=C(C(=C1)Cl)O)O)C1=CC=C(C=C1)OC (4-[5-bromo-4-(4-methoxy-phenyl)-1H-pyrazol-3-yl]-6-chloro-benzene-1,3-diol). Reaction SMILES: C([O:8][C:9]1[CH:14]=[C:13]([O:15]CC2C=CC=CC=2)[C:12]([Cl:23])=[CH:11][C:10]=1[C:24]1[C:28]([C:29]2[CH:34]=[CH:33][C:32]([O:35][CH3:36])=[CH:31][CH:30]=2)=[C:27]([Br:37])[NH:26][N:25]=1)C1C=CC=CC=1.B(Cl)(Cl)Cl.C([O-])(O)=O.[Na+]>ClCCl>[Br:37][C:27]1[NH:26][N:25]=[C:24]([C:10]2[CH:11]=[C:12]([Cl:23])[C:13]([OH:15])=[CH:14][C:9]=2[OH:8])[C:28]=1[C:29]1[CH:30]=[CH:31][C:32]([O:35][CH3:36])=[CH:33][CH:34]=1 |f:2.3|. Reported procedure: 3-(2,4-Bis-benzyloxy-5-chloro-phenyl)-5-bromo-4-(4-methoxy-phenyl)-1H-pyrazole (1 eq) was dissolved in anhydrous dichloromethane, and under a nitrogen atmosphere, was cooled to 0° C. 1M boron trichloride in dichloromethane (8 eq) was added drop wise and the solution was stirred at 0° C. for 30 minutes. The solution was added drop wise to sat. NaHCO3(aq), and extracted into dichloromethane. The organic phase was washed with brine, dried over MgSO4, filtered and concentrated in vacuo, to give a wh... The reactants are CN(CCCNC(=O)C=1N=C(SC1CCC(C)C)NC(=O)C=1N(C=C(C1)[N+](=O)[O-])C)C (N-[3-(Dimethylamino)propyl]-5-isopentyl-2-{[(1-methyl-4-nitro-1H-pyrrol-2-yl)carbonyl]amino}-1,3-thiazole-4-carboxamide). Reagents/catalysts: [Pd] (Pd/C). Solvent: CO (methanol). Conditions: time 3 hour. Yields the product NC=1C=C(N(C1)C)C(=O)NC=1SC(=C(N1)C(=O)NCCCN(C)C)CCC(C)C (2-{[(4-Amino-1-methyl-1H-pyrrol-2-yl)carbonyl]amino}-N-[3-(dimethylamino)propyl]-5-isopentyl-1,3-thiazole-4-carboxamide). RXN SMILES: [CH3:1][N:2]([CH3:31])[CH2:3][CH2:4][CH2:5][NH:6][C:7]([C:9]1[N:10]=[C:11]([NH:19][C:20]([C:22]2[N:23]([CH3:30])[CH:24]=[C:25]([N+:27]([O-])=O)[CH:26]=2)=[O:21])[S:12][C:13]=1[CH2:14][CH2:15][CH:16]([CH3:18])[CH3:17])=[O:8]>CO.[Pd]>[NH2:27][C:25]1[CH:26]=[C:22]([C:20]([NH:19][C:11]2[S:12][C:13]([CH2:14][CH2:15][CH:16]([CH3:18])[CH3:17])=[C:9]([C:7]([NH:6][CH2:5][CH2:4][CH2:3][N:2]([CH3:1])[CH3:31])=[O:8])[N:10]=2)=[O:21])[N:23]([CH3:30])[CH:24]=1. Procedure: N-[3-(Dimethylamino)propyl]-5-isopentyl-2-{[(1-methyl-4-nitro-1H-pyrrol-2-yl)carbonyl]amino}-1,3-thiazole-4-carboxamide (265 mg, 0.588 mmol; see step (v) above) was suspended in methanol (25 mL) to which Pd/C-10% (300 mg) was added at 0° C. under a nitrogen with stirring. The reaction mixture was hydrogenated for 3 h at room temperature and atmospheric pressure. The catalyst was removed over Kieselguhr and methanol was removed under reduced pressure to give the title compound, which was used wit... The reactants are NC1=C(C=C(C#N)C=C1)CC (4-Amino-3-ethylbenzonitrile), BrCCCCCBr (1,5-dibromopentane), C([O-])([O-])=O.[K+].[K+] (potassium carbonate). The solvent is O (water). Conditions: temperature 160 celsius. Product: C(C)C=1C=C(C#N)C=CC1N1CCCCC1 (3-Ethyl-4-(1-piperidinyl)benzonitrile). The yield is 18.8%. Reaction SMILES: [NH2:1][C:2]1[CH:9]=[CH:8][C:5]([C:6]#[N:7])=[CH:4][C:3]=1[CH2:10][CH3:11].Br[CH2:13][CH2:14][CH2:15][CH2:16][CH2:17]Br.C(=O)([O-])[O-].[K+].[K+]>O>[CH2:10]([C:3]1[CH:4]=[C:5]([CH:8]=[CH:9][C:2]=1[N:1]1[CH2:17][CH2:16][CH2:15][CH2:14][CH2:13]1)[C:6]#[N:7])[CH3:11] |f:2.3.4|. Reported procedure: 4-Amino-3-ethylbenzonitrile (3.0 g, 20.5 mmol), 1,5-dibromopentane (11.1 mL, 82.1 mmol), potassium carbonate (5.67 g, 41.0 mmol) and water (39.6 mL) were all split equally between ten microwave vials and each heated at 160° C. for 1 h. All reaction mixtures were combined and extracted twice with ethyl acetate (40 mL) and the combined organic fractions dried (phase separator) and concentrated in vacuo. Dichloromethane was added and then the mixture filtered before the filtrate was purified by sil... Yields the product ClC1=C(OC=2C=CC(=C(OCC(=O)OCCP(OCC)(OCC)=O)C2)[N+](=O)[O-])C=CC(=C1)C(F)(F)F (diethyl 2-[[5-(o-chloro-p-trifluoromethyl-phenoxy)-2-nitrophenoxy]acetoxy]-ethylphosphonate). Reported procedure: by using 5-(o-chloro-p-trifluoromethyl-phenoxy)-2-nitrophenoxy-acetyl chloride and diethyl 2-hydroxyethylphosphonate there is obtained diethyl 2-[[5-(o-chloro-p-trifluoromethyl-phenoxy)-2-nitrophenoxy]acetoxy]-ethylphosphonate, 1H-NMR (CDCl3, 400 MHz) 7.96 ppm (d, 1H), 7.80 ppm (d, 1H), 7.59 ppm (q, 1H), 7.21 ppm (d, 1H), 6.71 ppm (d, 1H), 6.52 ppm (q, 1H), 4.78 ppm (s, 2H), 4.45 ppm (m, 2H), 4.12 ppm (m, 4H), 2.17 ppm (m, 2H), 1.33 ppm (tt, 6H); The reactants are ClC1=C(OC=2C=CC(=C(OCC(=O)Cl)C2)[N+](=O)[O-])C=CC(=C1)C(F)(F)F (5-(o-chloro-p-trifluoromethyl-phenoxy)-2-nitrophenoxy-acetyl chloride), OCCP(OCC)(OCC)=O (diethyl 2-hydroxyethylphosphonate). As a reaction SMILES: [Cl:1][C:2]1[CH:22]=[C:21]([C:23]([F:26])([F:25])[F:24])[CH:20]=[CH:19][C:3]=1[O:4][C:5]1[CH:6]=[CH:7][C:8]([N+:16]([O-:18])=[O:17])=[C:9]([CH:15]=1)[O:10][CH2:11][C:12](Cl)=[O:13].[OH:27][CH2:28][CH2:29][P:30](=[O:37])([O:34][CH2:35][CH3:36])[O:31][CH2:32][CH3:33]>>[Cl:1][C:2]1[CH:22]=[C:21]([C:23]([F:26])([F:25])[F:24])[CH:20]=[CH:19][C:3]=1[O:4][C:5]1[CH:6]=[CH:7][C:8]([N+:16]([O-:18])=[O:17])=[C:9]([CH:15]=1)[O:10][CH2:11][C:12]([O:27][CH2:28][CH2:29][P:30](=[O:37])([O:31][CH2:32][CH3:33])[O:34][CH2:35][CH3:36])=[O:13]. The reactants are ( 1 ), solution, COC1=C(C=CC(=C1)CNCCCNCCCCNCCCN)O.CSCCN1C(=O)NC(=O)C1 (DL-5 (2-methylthioethyl)hydantoin), ClC(C(=O)O)(Cl)Cl (trichloroacetic acid), O (water), aqueous solution, CN(C1=CC=C(C=O)C=C1)C (p-dimethylaminobenzaldehyde). Solvent: Cl (hydrochloric acid), [NH4+].[Cl-].[NH4+].[OH-] (NH4Cl NH4OH), ( 2 ). Run at time 1 hour. Product: C(N)(=O)N[C@@H](CCSC)C(=O)O (N-carbamoylmethionine). Reaction SMILES: COC1C=C(CNCCCNCCC[CH2:18][NH:19][CH2:20][CH2:21][CH2:22]N)C=CC=1O.[CH3:25][S:26]CCN1CC(=O)NC1=O.ClC(Cl)(Cl)[C:38]([OH:40])=[O:39].C[N:44](C)C1C=CC(C=O)=CC=1.[OH2:54]>[NH4+].[Cl-].[NH4+].[OH-].Cl>[C:18]([NH:19][C@H:20]([C:38]([OH:40])=[O:39])[CH2:21][CH2:22][S:26][CH3:25])(=[O:54])[NH2:44] |f:0.1,5.6.7.8|. Procedure details: Mixtures of (1) 2.0 ml. of an aqueous substrate solution prepared by dissolving DL-5-(2-methylthioethyl)hydantoin in a 0.1 M NH4Cl-NH4OH buffer solution of pH 9.5 (substrate concentration: 2.0%) and (2) 2.0 ml. of the above cell suspension were prepared and placed in test tubes, respectively. The hydrolysis reaction was then carried out at 30° C. for one hour without shaking. Immediately after the completion of the reaction, 1.0 ml. of a 10% aqueous solution of trichloroacetic acid, 1.0 ml. of a... The reactants are OCCN(C(OC(C)(C)C)=O)C (tert-butyl 2-hydroxyethyl(methyl)carbamate), N1=CC=CC=C1 (pyridine), C(OCC)(=O)Cl (ethyl chlorocarbonate). Reagents/catalysts: CN(C1=CC=NC=C1)C (4-dimethylaminopyridine). Solvent: C(C)(=O)OCC (ethyl acetate), C(C)(=O)OCC (ethyl acetate). Reaction conditions: time 8 hour. Product: Cl.C(OCC)(OCCNC)=O (Ethyl 2-(methylamino)ethyl Carbonate Hydrochloride). RXN SMILES: [OH:1][CH2:2][CH2:3][N:4](C)[C:5](=O)OC(C)(C)C.N1C=CC=CC=1.[C:19]([Cl:24])(=[O:23])[O:20][CH2:21][CH3:22]>CN(C)C1C=CN=CC=1.C(OCC)(=O)C>[ClH:24].[C:19](=[O:23])([O:1][CH2:2][CH2:3][NH:4][CH3:5])[O:20][CH2:21][CH3:22] |f:5.6|. Procedure: To a mixture of tert-butyl 2-hydroxyethyl(methyl)carbamate (1.75 g) obtained in Reference Example 1 and ethyl acetate (20 mL) were added pyridine (0.97 mL) and 4-dimethylaminopyridine (catalytic amount), and ethyl chlorocarbonate (1.25 mL) was dropwise added. The mixture was stirred overnight at room temperature and ethyl acetate (50 mL) was added. The mixture was washed with water (50 mL), a 5% aqueous citric acid solution (50 mL) and saturated brine (50 mL), and dried over anhydrous magnesium ... Starting materials: N1(CCNCC1)CC(=O)N1CCOCC1 (4-[2-(piperazin-1-yl)acetyl]morpholine), ClC=1C(=C(C=C2C(C(=CN(C12)[C@@H]1[C@@H](C1)F)C(=O)O)=O)F)F (8-chloro-6,7-difluoro-1-[(1S,2R)-2-fluorocyclopropyl]-4-oxo-1,4-dihydroquinoline-3-carboxylic acid), crude product. Product: ClC=1C(=C(C=C2C(C(=CN(C12)[C@@H]1[C@@H](C1)F)C(=O)O)=O)F)N1CCN(CC1)CC(=O)N1CCOCC1 (8-Chloro-6-fluoro-1-[(1S,2R)-2-fluorocyclopropyl]-7-[4-(2-morpholin-4-yl-2-oxoethyl)piperazin-1-yl]-4-oxo-1,4-dihydroquinoline-3-carboxylic acid). Reaction SMILES: [N:1]1([CH2:7][C:8]([N:10]2[CH2:15][CH2:14][O:13][CH2:12][CH2:11]2)=[O:9])[CH2:6][CH2:5][NH:4][CH2:3][CH2:2]1.[Cl:16][C:17]1[C:18](F)=[C:19]([F:35])[CH:20]=[C:21]2[C:26]=1[N:25]([C@H:27]1[CH2:29][C@H:28]1[F:30])[CH:24]=[C:23]([C:31]([OH:33])=[O:32])[C:22]2=[O:34]>>[Cl:16][C:17]1[C:18]([N:4]2[CH2:3][CH2:2][N:1]([CH2:7][C:8]([N:10]3[CH2:11][CH2:12][O:13][CH2:14][CH2:15]3)=[O:9])[CH2:6][CH2:5]2)=[C:19]([F:35])[CH:20]=[C:21]2[C:26]=1[N:25]([C@H:27]1[CH2:29][C@H:28]1[F:30])[CH:24]=[C:23]([C:31]([OH:33])=[O:32])[C:22]2=[O:34]. Reported procedure: The preparation takes place in analogy to Example 1A from 4-[2-(piperazin-1-yl)acetyl]morpholine and 8-chloro-6,7-difluoro-1-[(1S,2R)-2-fluorocyclopropyl]-4-oxo-1,4-dihydroquinoline-3-carboxylic acid (for preparation see Journal of Medicinal Chemistry (1994) 37:3344-3352). The compound is used as a crude product in the subsequent reaction stages.